This data is from the Open Reaction Database (ORD), a public repository of structured organic reaction records. The task is: describe an organic reaction: reactants, conditions, products, and yield The reactants are O (Water), FC1=CC=C(OC2=CC=C(S2)C#N)C=C1 (5-(4-fluorophenoxy)thiophene-2-carbonitrile), FC1=CC=C(C=C1)O (4-fluorophenol), [H-].[Al+3].[Li+].[H-].[H-].[H-] (lithium aluminum hydride). The solvent is C(C)(=O)OCC (ethyl acetate), CO (methanol), C(C)(=O)OCC (ethyl acetate), O1CCCC1 (tetrahydrofuran). Run at time 30 minute. Yields the product FC1=CC=C(OC2=CC=C(S2)CN)C=C1 (C-(5-(4-Fluorophenoxy)thiophen-2-yl)methylamine). Reaction SMILES: [F:1][C:2]1[CH:15]=[CH:14][C:5]([O:6][C:7]2[S:11][C:10]([C:12]#[N:13])=[CH:9][CH:8]=2)=[CH:4][CH:3]=1.FC1C=CC(O)=CC=1.[H-].[Al+3].[Li+].[H-].[H-].[H-].O>O1CCCC1.CO.C(OCC)(=O)C>[F:1][C:2]1[CH:15]=[CH:14][C:5]([O:6][C:7]2[S:11][C:10]([CH2:12][NH2:13])=[CH:9][CH:8]=2)=[CH:4][CH:3]=1 |f:2.3.4.5.6.7|. Procedure: To a solution of 5-(4-fluorophenoxy)thiophene-2-carbonitrile described in Preparation Example 27 (containing 4-fluorophenol) (3.7 g) in tetrahydrofuran (40 mL) was added lithium aluminum hydride (1.3 g, 34 mmol), and the solution was stirred at room temperature for 30 minutes. Water and ethyl acetate were added to the reaction solution, which was then partitioned, the solvent was evaporated in vacuo, the residue was purified by silica gel column chromatography (ethyl acetate, then ethyl acetate:...